This data is from the Open Reaction Database (ORD), a public repository of structured organic reaction records. The task is: describe an organic reaction: reactants, conditions, products, and yield Reactants: C=CCC(O)c1c(C)noc1-c1ccc(-c2ccc(C3(C(=O)OCC)CC3)cc2)cc1, FC(F)(F)c1ccccc1I. Product: CCOC(=O)C1(c2ccc(-c3ccc(-c4onc(C)c4C(O)CC=Cc4ccccc4C(F)(F)F)cc3)cc2)CC1. As a reaction SMILES: [CH2:1]([CH3:2])[O:3][C:4](=[O:5])[C:6]1([c:9]2[cH:10][cH:11][c:12](-[c:15]3[cH:16][cH:17][c:18](-[c:21]4[c:22]([CH:27]([CH2:28][CH:29]=[CH2:30])[OH:31])[c:23]([CH3:26])[n:24][o:25]4)[cH:19][cH:20]3)[cH:13][cH:14]2)[CH2:7][CH2:8]1.[I:32][c:33]1[c:34]([C:39]([F:40])([F:41])[F:42])[cH:35][cH:36][cH:37][cH:38]1>>[CH2:1]([CH3:2])[O:3][C:4](=[O:5])[C:6]1([c:9]2[cH:10][cH:11][c:12](-[c:15]3[cH:16][cH:17][c:18](-[c:21]4[c:22]([CH:27]([CH2:28][CH:29]=[CH:30][c:33]5[c:34]([C:39]([F:40])([F:41])[F:42])[cH:35][cH:36][cH:37][cH:38]5)[OH:31])[c:23]([CH3:26])[n:24][o:25]4)[cH:19][cH:20]3)[cH:13][cH:14]2)[CH2:7][CH2:8]1. Reactants: Cc1ccc(N2CCNCC2)cc1C, CCN(C(C)C)C(C)C, O=CCCc1cc(-c2cccs2)n(-c2ccccc2)n1. Yields the product Cc1ccc(N2CCN(CCCc3cc(-c4cccs4)n(-c4ccccc4)n3)CC2)cc1C. As a reaction SMILES: [CH3:21][c:22]1[cH:23][c:24]([N:29]2[CH2:30][CH2:31][NH:32][CH2:33][CH2:34]2)[cH:25][cH:26][c:27]1[CH3:28].[CH:35]([N:36]([CH2:37][CH3:38])[CH:39]([CH3:40])[CH3:41])([CH3:42])[CH3:43].[c:1]1(-[n:7]2[n:8][c:9]([CH2:17][CH2:18][CH:19]=[O:20])[cH:10][c:11]2-[c:12]2[s:13][cH:14][cH:15][cH:16]2)[cH:2][cH:3][cH:4][cH:5][cH:6]1>>[c:1]1(-[n:7]2[n:8][c:9]([CH2:17][CH2:18][CH2:19][N:32]3[CH2:31][CH2:30][N:29]([c:24]4[cH:23][c:22]([CH3:21])[c:27]([CH3:28])[cH:26][cH:25]4)[CH2:34][CH2:33]3)[cH:10][c:11]2-[c:12]2[s:13][cH:14][cH:15][cH:16]2)[cH:2][cH:3][cH:4][cH:5][cH:6]1. Run at time 5 hour. Solvent: C1CCOC1 (THF). Yields the product O=C1C(CSC2=C(N1)C=CC=C2)NC([C@@H]([C@@H]([C@H]([C@@H](\C=C\C(C)(C)C)O)O)O)OC)=O (N-(4-oxo-2,3,4,5-tetrahydro-1,5-benzothiazepin-3-yl)-(E)-(2R,3R,4S,5R)-3,4,5-trihydroxy-2-methoxy-8,8-dimethylnon-6-enamide). Isolated yield 27.3%. RXN SMILES: [CH3:1][C:2]([CH3:33])([CH3:32])/[CH:3]=[CH:4]/[C@H:5]1[O:10]C(C)(C)[O:8][C@@H:7]([C@@H:13]([O:29][CH3:30])[C:14]([NH:16][CH:17]2[C:23](=[O:24])[NH:22][C:21]3[CH:25]=[CH:26][CH:27]=[CH:28][C:20]=3[S:19][CH2:18]2)=[O:15])[C@H:6]1[OH:31].Cl.[OH-].[Na+]>C1COCC1>[O:24]=[C:23]1[NH:22][C:21]2[CH:25]=[CH:26][CH:27]=[CH:28][C:20]=2[S:19][CH2:18][CH:17]1[NH:16][C:14](=[O:15])[C@H:13]([O:29][CH3:30])[C@H:7]([OH:8])[C@@H:6]([OH:31])[C@H:5]([OH:10])/[CH:4]=[CH:3]/[C:2]([CH3:33])([CH3:1])[CH3:32] |f:2.3|. Reported procedure: 78 mg of 51 (163 μmol) are mixed with 0.8 ml of THF and 1.6 ml of 1N hydrochloric acid (1.6 mmol), with stirring and under argon. Stirring is continued for 5 hours at room temperature. The solution is then cooled to 0° C. and neutralized to pH 7.0 with 1N sodium hydroxide. The mixture is extracted twice with 5 ml of EtOAc. The organic phases are combined, dried over magnesium sulfate and filtered, and then evaporated to dryness. 19.5 mg of expected product Example 19 are obtained (yield=27%). Reactants: CC(/C=C/[C@@H]1[C@@H]([C@@H](OC(O1)(C)C)[C@H](C(=O)NC1CSC2=C(NC1=O)C=CC=C2)OC)O)(C)C ((R)-2-[(4R,5S,6R)-6-((E)-3,3-dimethylbut-1-enyl)-5-hydroxy-2,2-dimethyl-1,3-dioxinan-4-yl]-2-methoxy-N-(4-oxo-2,3,4,5-tetrahydro-1,5-benzo-thiazepin-3-yl)acetamide), Cl (hydrochloric acid), [OH-].[Na+] (sodium hydroxide). Starting materials: O=C([O-])[O-], C=C(B1OC(C)CC(C)(C)O1)C(F)(F)F, COC(=O)c1ccc(C)c(-c2ccc3c(Cl)nncc3c2)c1, [Na+], [Na+], C1COCCO1, O, O, c1ccc(P(c2ccccc2)(c2ccccc2)[Pd](P(c2ccccc2)(c2ccccc2)c2ccccc2)(P(c2ccccc2)(c2ccccc2)c2ccccc2)P(c2ccccc2)(c2ccccc2)c2ccccc2)cc1. The product is C=C(c1nncc2cc(-c3cc(C(=O)OC)ccc3C)ccc12)C(F)(F)F. As a reaction SMILES: [C:39](=[O:40])([O-:41])[O-:42].[CH3:23][C:24]1([CH3:25])[CH2:26][CH:27]([CH3:28])[O:29][B:30]([C:31]([C:32]([F:33])([F:34])[F:35])=[CH2:36])[O:37]1.[Cl:1][c:2]1[n:3][n:4][cH:5][c:6]2[cH:7][c:8](-[c:12]3[cH:13][c:14]([C:15](=[O:16])[O:17][CH3:18])[cH:19][cH:20][c:21]3[CH3:22])[cH:9][cH:10][c:11]12.[Na+:43].[Na+:44].[O:45]1[CH2:46][CH2:47][O:48][CH2:49][CH2:50]1.[OH2:38].[OH2:51].[cH:52]1[cH:53][cH:54][c:55]([P:56]([Pd:57]([P:58]([c:59]2[cH:60][cH:61][cH:62][cH:63][cH:64]2)([c:65]2[cH:66][cH:67][cH:68][cH:69][cH:70]2)[c:71]2[cH:72][cH:73][cH:74][cH:75][cH:76]2)([P:77]([c:78]2[cH:79][cH:80][cH:81][cH:82][cH:83]2)([c:84]2[cH:85][cH:86][cH:87][cH:88][cH:89]2)[c:90]2[cH:91][cH:92][cH:93][cH:94][cH:95]2)[P:96]([c:97]2[cH:98][cH:99][cH:100][cH:101][cH:102]2)([c:103]2[cH:104][cH:105][cH:106][cH:107][cH:108]2)[c:109]2[cH:110][cH:111][cH:112][cH:113][cH:114]2)([c:115]2[cH:116][cH:117][cH:118][cH:119][cH:120]2)[c:121]2[cH:122][cH:123][cH:124][cH:125][cH:126]2)[cH:127][cH:128]1>>[c:2]1([C:31]([C:32]([F:33])([F:34])[F:35])=[CH2:36])[n:3][n:4][cH:5][c:6]2[cH:7][c:8](-[c:12]3[cH:13][c:14]([C:15](=[O:16])[O:17][CH3:18])[cH:19][cH:20][c:21]3[CH3:22])[cH:9][cH:10][c:11]12.